From a dataset of the Open Reaction Database (ORD), a public repository of structured organic reaction records. describe an organic reaction: reactants, conditions, products, and yield The reactants are N#Cc1cccc(Br)c1, CC1(C)OC(=O)Nc2ccc(B(O)O)cc21, COCCOC, [Na+], [Na+], O=C([O-])[O-], O, c1ccc(P(c2ccccc2)(c2ccccc2)[Pd](P(c2ccccc2)(c2ccccc2)c2ccccc2)(P(c2ccccc2)(c2ccccc2)c2ccccc2)P(c2ccccc2)(c2ccccc2)c2ccccc2)cc1. Yields the product CC1(C)OC(=O)Nc2ccc(-c3cccc(C#N)c3)cc21. Reaction SMILES: [Br:17][c:18]1[cH:19][c:20]([C:21]#[N:22])[cH:23][cH:24][cH:25]1.[CH3:1][C:2]1([CH3:16])[O:3][C:4](=[O:15])[NH:5][c:6]2[c:7]1[cH:8][c:9]([B:12]([OH:13])[OH:14])[cH:10][cH:11]2.[CH3:32][O:33][CH2:34][CH2:35][O:36][CH3:37].[Na+:26].[Na+:27].[O-:28][C:29](=[O:30])[O-:31].[OH2:38].[cH:39]1[cH:40][cH:41][c:42]([P:43]([Pd:44]([P:45]([c:46]2[cH:47][cH:48][cH:49][cH:50][cH:51]2)([c:52]2[cH:53][cH:54][cH:55][cH:56][cH:57]2)[c:58]2[cH:59][cH:60][cH:61][cH:62][cH:63]2)([P:64]([c:65]2[cH:66][cH:67][cH:68][cH:69][cH:70]2)([c:71]2[cH:72][cH:73][cH:74][cH:75][cH:76]2)[c:77]2[cH:78][cH:79][cH:80][cH:81][cH:82]2)[P:83]([c:84]2[cH:85][cH:86][cH:87][cH:88][cH:89]2)([c:90]2[cH:91][cH:92][cH:93][cH:94][cH:95]2)[c:96]2[cH:97][cH:98][cH:99][cH:100][cH:101]2)([c:102]2[cH:103][cH:104][cH:105][cH:106][cH:107]2)[c:108]2[cH:109][cH:110][cH:111][cH:112][cH:113]2)[cH:114][cH:115]1>>[CH3:1][C:2]1([CH3:16])[O:3][C:4](=[O:15])[NH:5][c:6]2[c:7]1[cH:8][c:9](-[c:18]1[cH:19][c:20]([C:21]#[N:22])[cH:23][cH:24][cH:25]1)[cH:10][cH:11]2.